This data is from the Open Reaction Database (ORD), a public repository of structured organic reaction records. The task is: describe an organic reaction: reactants, conditions, products, and yield The reactants are BrC1=CN=C2N1N=C(C=C2)NCCCC (3-bromo-N-butylimidazo[1,2-b]pyridazin-6-amine), C(=O)C1=CC=C(C=C1)B(O)O ((4-formylphenyl)boronic acid), P(=O)([O-])([O-])[O-].[K+].[K+].[K+] (potassium phosphate). The reagents and catalysts are C1=CC=C(C=C1)P([C-]2C=CC=C2)C3=CC=CC=C3.C1=CC=C(C=C1)P([C-]2C=CC=C2)C3=CC=CC=C3.Cl[Pd]Cl.[Fe+2] ([1,1′-bis(diphenylphosphino)ferrocene]dichloropalladium(II)). Solvent: C(OC)COC.O (dimethoxyethane water). Conditions: temperature 160 celsius. The product is C(CCC)NC=1C=CC=2N(N1)C(=CN2)C2=CC=C(C=O)C=C2 (4-(6-(butylamino)imidazo[1,2-b]pyridazin-3-yl)benzaldehyde). Yield: 71.6%. Reaction SMILES: Br[C:2]1[N:6]2[N:7]=[C:8]([NH:11][CH2:12][CH2:13][CH2:14][CH3:15])[CH:9]=[CH:10][C:5]2=[N:4][CH:3]=1.[CH:16]([C:18]1[CH:23]=[CH:22][C:21](B(O)O)=[CH:20][CH:19]=1)=[O:17].P([O-])([O-])([O-])=O.[K+].[K+].[K+]>C1C=CC(P(C2C=CC=CC=2)[C-]2C=CC=C2)=CC=1.C1C=CC(P(C2C=CC=CC=2)[C-]2C=CC=C2)=CC=1.Cl[Pd]Cl.[Fe+2].C(COC)OC.O>[CH2:12]([NH:11][C:8]1[CH:9]=[CH:10][C:5]2[N:6]([C:2]([C:21]3[CH:22]=[CH:23][C:18]([CH:16]=[O:17])=[CH:19][CH:20]=3)=[CH:3][N:4]=2)[N:7]=1)[CH2:13][CH2:14][CH3:15] |f:2.3.4.5,6.7.8.9,10.11|. Procedure: To a mixture of 3-bromo-N-butylimidazo[1,2-b]pyridazin-6-amine (100 mg, 0.37 mmol), (4-formylphenyl)boronic acid (139 mg, 0.93 mmol), [1,1′-bis(diphenylphosphino)ferrocene]dichloropalladium(II) (13.5 mg, 0.02 mmol) and potassium phosphate (236 mg, 1.11 mmol) was added 3:1 dimethoxyethane/water (2 mL). The resulting mixture was heated at 160° C. (microwave) for 6 min. After the reaction was cooled down and separated into two layers, the dark upper layer was then filtered and diluted with a mixtur...